From a dataset of the Open Reaction Database (ORD), a public repository of structured organic reaction records. describe an organic reaction: reactants, conditions, products, and yield The reactants are CC(O)=S, C1CCOC1, Cc1cc(Cl)cc(C(=O)NCC(C)O)c1NC(=O)c1cc(C(F)(F)F)nn1-c1ncccc1Cl, c1ccc(P(c2ccccc2)c2ccccc2)cc1. Product: CC(=O)SC(C)CNC(=O)c1cc(Cl)cc(C)c1NC(=O)c1cc(C(F)(F)F)nn1-c1ncccc1Cl. As a reaction SMILES: [C:20]([CH3:21])(=[S:22])[OH:23].[CH2:58]1[O:59][CH2:60][CH2:61][CH2:62]1.[Cl:24][c:25]1[cH:26][c:27]([C:51]([NH:52][CH2:53][CH:54]([CH3:55])[OH:56])=[O:57])[c:28]([NH:32][C:33](=[O:34])[c:35]2[n:36](-[c:44]3[n:45][cH:46][cH:47][cH:48][c:49]3[Cl:50])[n:37][c:38]([C:40]([F:41])([F:42])[F:43])[cH:39]2)[c:29]([CH3:31])[cH:30]1.[c:1]1([P:2]([c:3]2[cH:4][cH:5][cH:6][cH:7][cH:8]2)[c:9]2[cH:10][cH:11][cH:12][cH:13][cH:14]2)[cH:15][cH:16][cH:17][cH:18][cH:19]1>>[C:20]([CH3:21])([S:22][CH:54]([CH2:53][NH:52][C:51]([c:27]1[cH:26][c:25]([Cl:24])[cH:30][c:29]([CH3:31])[c:28]1[NH:32][C:33](=[O:34])[c:35]1[n:36](-[c:44]2[n:45][cH:46][cH:47][cH:48][c:49]2[Cl:50])[n:37][c:38]([C:40]([F:41])([F:42])[F:43])[cH:39]1)=[O:57])[CH3:55])=[O:23].